From a dataset of the Open Reaction Database (ORD), a public repository of structured organic reaction records. describe an organic reaction: reactants, conditions, products, and yield Reactants: CCN=C=NCCCN(C)C, COc1ccccc1CN(C)CCN, CCCCCN(CCCCC)C(=O)N1CCN(C(=O)N(c2ccccc2)c2cc(Cl)cc(Cl)c2)C(C(=O)O)C1, On1nnc2ccccc21. The product is CCCCCN(CCCCC)C(=O)N1CCN(C(=O)N(c2ccccc2)c2cc(Cl)cc(Cl)c2)C(C(=O)NCCN(C)Cc2ccccc2OC)C1. Reaction SMILES: [CH3:50][CH2:51][N:52]=[C:53]=[N:54][CH2:55][CH2:56][CH2:57][N:58]([CH3:59])[CH3:60].[CH3:61][O:62][c:63]1[c:64]([CH2:65][N:66]([CH2:67][CH2:68][NH2:69])[CH3:70])[cH:71][cH:72][cH:73][cH:74]1.[Cl:1][c:2]1[cH:3][c:4]([N:9]([C:10](=[O:11])[N:12]2[CH:13]([C:31](=[O:32])[OH:33])[CH2:14][N:15]([C:18]([N:19]([CH2:20][CH2:21][CH2:22][CH2:23][CH3:24])[CH2:25][CH2:26][CH2:27][CH2:28][CH3:29])=[O:30])[CH2:16][CH2:17]2)[c:34]2[cH:35][cH:36][cH:37][cH:38][cH:39]2)[cH:5][c:6]([Cl:8])[cH:7]1.[OH:40][n:41]1[c:42]2[c:43]([cH:44][cH:45][cH:46][cH:47]2)[n:48][n:49]1>>[Cl:1][c:2]1[cH:3][c:4]([N:9]([C:10](=[O:11])[N:12]2[CH:13]([C:31](=[O:32])[NH:69][CH2:68][CH2:67][N:66]([CH2:65][c:64]3[c:63]([O:62][CH3:61])[cH:74][cH:73][cH:72][cH:71]3)[CH3:70])[CH2:14][N:15]([C:18]([N:19]([CH2:20][CH2:21][CH2:22][CH2:23][CH3:24])[CH2:25][CH2:26][CH2:27][CH2:28][CH3:29])=[O:30])[CH2:16][CH2:17]2)[c:34]2[cH:35][cH:36][cH:37][cH:38][cH:39]2)[cH:5][c:6]([Cl:8])[cH:7]1. Reaction conditions: time 5 minute. Run in C1CCOC1 (THF), C1CCOC1 (THF). RXN SMILES: B.[CH3:2]SC.[C:5]([O:9][C:10]([N:12]1[CH2:24][C@@H:23]([CH3:25])[N:22]2[C@H:14]([CH2:15][C:16]3[C:21]2=[N:20][C:19]([CH2:26][O:27]CCO)=[CH:18][CH:17]=3)[CH2:13]1)=[O:11])([CH3:8])([CH3:7])[CH3:6]>C1COCC1>[C:5]([O:9][C:10]([N:12]1[CH2:24][C@@H:23]([CH3:25])[N:22]2[C@H:14]([CH2:15][C:16]3[C:21]2=[N:20][C:19]([C@@H:26]([OH:27])[CH3:2])=[CH:18][CH:17]=3)[CH2:13]1)=[O:11])([CH3:6])([CH3:7])[CH3:8] |f:0.1|. Procedure details: To a stirred solution of (R)-Me-CBS-oxazaborolidine (770 μl, 1M in toluene) in THF (3 ml) was added borane-dimethylsulfide (770 μl, 2M in THF) at 0° C. under nitrogen. A solution was stirred for 5 mins, then 6-acetyl-4-methyl-3,4,9,9a-tetrahydro-1H-2,4a,5-triaza-fluorene-2-carboxylic acid tert-butyl ester (Example 34, intermediate b) (255 mg) in THF (2.5 ml) was added dropwise over 45 mins. A solution was stirred at 0° C. for 3 hours, quenched with methanol and partitioned between aqueous ammoni... Reactants: (R)-Me-CBS-oxazaborolidine, B.CSC (borane dimethylsulfide), C(C)(C)(C)OC(=O)N1C[C@H]2CC3=CC=C(N=C3N2[C@@H](C1)C)COCCO ((4R,9aR)-6-(2-hydroxy-ethoxymethyl)-4-methyl-3,4,9,9a-tetrahydro-1H-2,4a,5-triaza-fluorene-2-carboxylic acid tert-butyl ester), C(C)(C)(C)OC(=O)N1C[C@H]2CC3=CC=C(N=C3N2[C@@H](C1)C)COCCO ((4R,9aR)-6-(2-hydroxy-ethoxymethyl)-4-methyl-3,4,9,9a-tetrahydro-1H-2,4a,5-triaza-fluorene-2-carboxylic acid tert-butyl ester). Yields the product C(C)(C)(C)OC(=O)N1C[C@H]2CC3=CC=C(N=C3N2[C@@H](C1)C)[C@H](C)O (6-((1S)-1-hydroxy-ethyl)-(4R,9aR)-4-methyl-3,4,9,9a-tetrahydro-1H-2,4a,5-triaza-fluorene-2-carboxylic acid tert-butyl ester). Reported procedure: 2.9 g (0.01 mole) of 2-(methoxymethyl)-6-(p-methoxybenzyl)pyrazolo[1,5-c]quinazolin-5(6H)-one in 100 ml of anhydrous hydrogen fluoride is stirred at 20° C for one hour. The hydrogen fluoride is then evaporated; the residue is partitioned between methylene chloride and dilute aqueous sodium bicarbonate. The organic phase is washed with water, dried and evaporated. The residue is stirred with ether and the title compound is filtered off and dried. The product is COCC1=NN2C(NC=3C=CC=CC3C2=C1)=O (2-(Methoxymethyl)pyrazolo[1,5-c]quinazolin-5(6H)-one). Reaction SMILES: [CH3:1][O:2][CH2:3][C:4]1[CH:16]=[C:15]2[N:6]([C:7](=[O:26])[N:8](CC3C=CC(OC)=CC=3)[C:9]3[CH:10]=[CH:11][CH:12]=[CH:13][C:14]=32)[N:5]=1>F>[CH3:1][O:2][CH2:3][C:4]1[CH:16]=[C:15]2[N:6]([C:7](=[O:26])[NH:8][C:9]3[CH:10]=[CH:11][CH:12]=[CH:13][C:14]=32)[N:5]=1. Starting materials: COCC1=NN2C(N(C=3C=CC=CC3C2=C1)CC1=CC=C(C=C1)OC)=O (2-(methoxymethyl)-6-(p-methoxybenzyl)pyrazolo[1,5-c]quinazolin-5(6H)-one). Run in F (hydrogen fluoride). Reactants: C=CCN, CO, Clc1cccc(Cl)c1Cn1cnc2c(Cl)ncnc21. The product is C=CCNc1ncnc2c1ncn2Cc1c(Cl)cccc1Cl. Reaction SMILES: [CH2:20]([CH:21]=[CH2:22])[NH2:23].[CH3:24][OH:25].[Cl:1][c:2]1[c:3]2[n:4][cH:5][n:6]([CH2:11][c:12]3[c:13]([Cl:19])[cH:14][cH:15][cH:16][c:17]3[Cl:18])[c:7]2[n:8][cH:9][n:10]1>>[c:2]1([NH:23][CH2:20][CH:21]=[CH2:22])[c:3]2[n:4][cH:5][n:6]([CH2:11][c:12]3[c:13]([Cl:19])[cH:14][cH:15][cH:16][c:17]3[Cl:18])[c:7]2[n:8][cH:9][n:10]1. The reactants are C(C)(C)(C)OC(=O)N1CCN(CC1)C1=CC(=C(C=C1)[N+](=O)[O-])N (tert-butyl-4-(3-amino-4-nitrophenyl)piperazine-1-carboxylate), CC(=O)O (HOAc), CC(OCC)=O (EA), C(=O)(O)[O-].[Na+] (NaHCO3). The reagents and catalysts are [Zn] (Zn). Solvent: CCO.C1CCOC1 (EtOH THF), O (H2O). Product: NC=1C=C(C=CC1N)N1CCN(CC1)C(=O)OC(C)(C)C (tert-butyl 4-(3,4-diaminophenyl)piperazine-1-carboxylate). Isolated yield 59.5%. Reaction SMILES: [C:1]([O:5][C:6]([N:8]1[CH2:13][CH2:12][N:11]([C:14]2[CH:19]=[CH:18][C:17]([N+:20]([O-])=O)=[C:16]([NH2:23])[CH:15]=2)[CH2:10][CH2:9]1)=[O:7])([CH3:4])([CH3:3])[CH3:2].CC(O)=O.C([O-])(O)=O.[Na+].CC(=O)OCC>CCO.C1COCC1.[Zn].O>[NH2:23][C:16]1[CH:15]=[C:14]([N:11]2[CH2:12][CH2:13][N:8]([C:6]([O:5][C:1]([CH3:4])([CH3:3])[CH3:2])=[O:7])[CH2:9][CH2:10]2)[CH:19]=[CH:18][C:17]=1[NH2:20] |f:2.3,5.6|. Reported procedure: A mixture of tert-butyl-4-(3-amino-4-nitrophenyl)piperazine-1-carboxylate (13 g, 46 mmol), Zn (8.9 g, 140 mmol), and HOAc (8.4 g, 140 mmol) in EtOH/THF (250 ml) was refluxed for 20 mins. After adjusted its PH to 8 by NaHCO3, EA and H2O were added resulting in a precipitate. The solid was filtered off under vacuum. The combined organic layers were dried by anhydrous Na2SO4 and concentrated in vacuo to afford tert-butyl 4-(3,4-diaminophenyl)piperazine-1-carboxylate as a black solid (8 g, yield: 60... Starting materials: CCCCP(CCCC)CCCC, CCCCCCC(CO)c1ccc(C(=O)NCCC(=O)OC)cc1, Cc1ccccc1, Oc1ccc(-c2ccc(C(F)(F)F)cc2)cc1, O=C(N=NC(=O)N1CCCCC1)N1CCCCC1. Yields the product CCCCCCC(COc1ccc(-c2ccc(C(F)(F)F)cc2)cc1)c1ccc(C(=O)NCCC(=O)OC)cc1. Reaction SMILES: [CH2:42]([P:43]([CH2:44][CH2:45][CH2:46][CH3:47])[CH2:48][CH2:49][CH2:50][CH3:51])[CH2:52][CH2:53][CH3:54].[CH3:18][O:19][C:20]([CH2:21][CH2:22][NH:23][C:24]([c:25]1[cH:26][cH:27][c:28]([CH:31]([CH2:32][CH2:33][CH2:34][CH2:35][CH2:36][CH3:37])[CH2:38][OH:39])[cH:29][cH:30]1)=[O:40])=[O:41].[CH3:73][c:74]1[cH:75][cH:76][cH:77][cH:78][cH:79]1.[F:1][C:2]([c:3]1[cH:4][cH:5][c:6](-[c:9]2[cH:10][cH:11][c:12]([OH:15])[cH:13][cH:14]2)[cH:7][cH:8]1)([F:16])[F:17].[N:55]([C:56]([N:57]1[CH2:58][CH2:59][CH2:60][CH2:61][CH2:62]1)=[O:63])=[N:64][C:65]([N:66]1[CH2:67][CH2:68][CH2:69][CH2:70][CH2:71]1)=[O:72]>>[F:1][C:2]([c:3]1[cH:4][cH:5][c:6](-[c:9]2[cH:10][cH:11][c:12]([O:15][CH2:38][CH:31]([c:28]3[cH:27][cH:26][c:25]([C:24]([NH:23][CH2:22][CH2:21][C:20]([O:19][CH3:18])=[O:41])=[O:40])[cH:30][cH:29]3)[CH2:32][CH2:33][CH2:34][CH2:35][CH2:36][CH3:37])[cH:13][cH:14]2)[cH:7][cH:8]1)([F:16])[F:17].